From a dataset of the Open Reaction Database (ORD), a public repository of structured organic reaction records. describe an organic reaction: reactants, conditions, products, and yield Yields the product C(C)(C)(C)OC(=O)N[C@H](C)[C@@H](CC)C=1OC=C(N1)C(=O)OC (methyl 2-((2R,3R)-2-((tert-butoxycarbonyl)amino)pentan-3-yl)oxazole-4-carboxylate). Conditions: time 1.5 hour. Procedure details: A solution of (S)-methyl 2-((2R,3R)-2-((tert-butoxycarbonyl)amino)pentan-3-yl)-4,5-dihydrooxazole-4-carboxylate (1.62 g, 5.14 mmol) in anhydrous dichloromethane (15 mL+15 mL+6 mL washing) was added via a glass Pasteur pipette to a stirred suspension of copper(II) bromide (4.60 g, 20.61 mmol), hexamethylenetetramine (2.89 g, 20.61 mmol) and DBU (3.11 ml, 20.61 mmol) in anhydrous dichloromethane (20 mL). The thick suspension was stirred at room temperature for 1.5 hours-HPLC analysis (at 220 nm) i... The reagents and catalysts are [Cu](Br)Br (copper(II) bromide). As a reaction SMILES: [C:1]([O:5][C:6]([NH:8][C@@H:9]([C@H:11]([C:14]1[O:15][CH2:16][C@@H:17]([C:19]([O:21][CH3:22])=[O:20])[N:18]=1)[CH2:12][CH3:13])[CH3:10])=[O:7])([CH3:4])([CH3:3])[CH3:2].C1N2CN3CN(C2)CN1C3.C1CCN2C(=NCCC2)CC1>ClCCl.[Cu](Br)Br>[C:1]([O:5][C:6]([NH:8][C@@H:9]([C@H:11]([C:14]1[O:15][CH:16]=[C:17]([C:19]([O:21][CH3:22])=[O:20])[N:18]=1)[CH2:12][CH3:13])[CH3:10])=[O:7])([CH3:2])([CH3:3])[CH3:4]. The yield is 44.4%. The solvent is ClCCl (dichloromethane), ClCCl (dichloromethane). Starting materials: C(C)(C)(C)OC(=O)N[C@H](C)[C@@H](CC)C=1OC[C@H](N1)C(=O)OC ((S)-methyl 2-((2R,3R)-2-((tert-butoxycarbonyl)amino)pentan-3-yl)-4,5-dihydrooxazole-4-carboxylate), C1N2CN3CN1CN(C2)C3 (hexamethylenetetramine), C1CCC2=NCCCN2CC1 (DBU). Reported procedure: Compound 45B was prepared in a similar manner to the synthesis of compound 34C by substituting compound 34B with compound 45A in step 3 of Example 34. Compound 45B was isolated as a white solid by trituration of the mixture of two isomers with 1:4 hexanes:EtOAc. The other isomer was isolated from the mother liquor: 1H NMR (DMSO-d6): δ 9.71 (s, 1H), 8.24 (d, J=7.82 Hz, 1H), 7.92 (d, J=7.58 Hz, 1H), 7.70 (d, J=8.06 Hz, 1H), 7.53-7.56 (m, 1H), 7.36-7.46 (m, 3H), 6.01 (s, 2H), 5.35 (s, 2H), 3.85 (t,... Product: ClC=1N=C(SC1C=O)N1CC2=C(C=CC=C2CC1)C(=O)/N=C\1/SC2=C(N1COCC[Si](C)(C)C)C=CC=C2 ((E)-2-(4-chloro-5-formylthiazol-2-yl)-N-(3-((2-(trimethylsilyl)ethoxy)methyl)benzo[d]thiazol-2(3H)-ylidene)-1,2,3,4-tetrahydroisoquinoline-8-carboxamide). Reactants: S1C(=NC2=C1C=CC=C2)N(C(=O)C=2C=CC=C1CCN(CC21)C=2SC(=C(N2)C(=O)OCC)Br)COCC[Si](C)(C)C (ethyl 2-(8-(benzo[d]thiazol-2-yl((2-(trimethylsilyl)ethoxy)methyl)carbamoyl)-3,4-dihydroisoquinolin-2(1H)-yl)-5-bromothiazole-4-carboxylate), S1C(=NC2=C1C=CC=C2)NC(=O)C=2C=CC=C1CCN(CC21)C=2SC(=C(N2)Cl)C=O (N-(benzo[d]thiazol-2-yl)-2-(4-chloro-5-formylthiazol-2-yl)-1,2,3,4-tetrahydroisoquinoline-8-carboxamide). Run in hexanes. RXN SMILES: S1C2C=CC=CC=2N=C1N([CH2:34][O:35][CH2:36][CH2:37][Si:38]([CH3:41])([CH3:40])[CH3:39])C(C1C=CC=C2C=1CN(C1SC(Br)=C(C(OCC)=O)N=1)CC2)=O.[S:42]1[C:46]2[CH:47]=[CH:48][CH:49]=[CH:50][C:45]=2[N:44]=[C:43]1[NH:51][C:52]([C:54]1[CH:55]=[CH:56][CH:57]=[C:58]2[C:63]=1[CH2:62][N:61]([C:64]1[S:65][C:66]([CH:70]=[O:71])=[C:67]([Cl:69])[N:68]=1)[CH2:60][CH2:59]2)=[O:53]>>[Cl:69][C:67]1[N:68]=[C:64]([N:61]2[CH2:60][CH2:59][C:58]3[C:63](=[C:54]([C:52](/[N:51]=[C:43]4/[S:42][C:46]5[CH:47]=[CH:48][CH:49]=[CH:50][C:45]=5[N:44]/4[CH2:34][O:35][CH2:36][CH2:37][Si:38]([CH3:41])([CH3:40])[CH3:39])=[O:53])[CH:55]=[CH:56][CH:57]=3)[CH2:62]2)[S:65][C:66]=1[CH:70]=[O:71]. Reactants: C([O-])(O)=O.[Na+] (sodium bicarbonate), COC1=C(OCCN2CCCC2)C=CC(=C1)B1OC(C(O1)(C)C)(C)C (1-{2-[2-Methoxy-4-(4,4,5,5-tetramethyl-1,3,2-dioxaborolan-2-yl)phenoxy]ethyl}pyrrolidine), C([O-])([O-])=O.[K+].[K+] (potassium carbonate), BrC=1C(=NC=C(C1)I)N (3-bromo-5-iodopyridin-2-amine). The reagents and catalysts are C=1C=CC(=CC1)[P](C=2C=CC=CC2)(C=3C=CC=CC3)[Pd]([P](C=4C=CC=CC4)(C=5C=CC=CC5)C=6C=CC=CC6)([P](C=7C=CC=CC7)(C=8C=CC=CC8)C=9C=CC=CC9)[P](C=1C=CC=CC1)(C=1C=CC=CC1)C=1C=CC=CC1 (tetrakis(triphenylphosphine)palladium). Solvent: O1CCOCC1 (dioxane), O (water). Reaction conditions: temperature 80 celsius, time 8 hour. The product is BrC=1C(=NC=C(C1)C1=CC(=C(C=C1)OCCN1CCCC1)OC)N (3-Bromo-5-[3-methoxy-4-(2-pyrrolidin-1-ylethoxy)phenyl]pyridin-2-amine). The yield is 61.4%. As a reaction SMILES: [CH3:1][O:2][C:3]1[CH:16]=[C:15](B2OC(C)(C)C(C)(C)O2)[CH:14]=[CH:13][C:4]=1[O:5][CH2:6][CH2:7][N:8]1[CH2:12][CH2:11][CH2:10][CH2:9]1.C(=O)([O-])[O-].[K+].[K+].[Br:32][C:33]1[C:34]([NH2:40])=[N:35][CH:36]=[C:37](I)[CH:38]=1.C(=O)(O)[O-].[Na+]>O1CCOCC1.O.C1C=CC([P]([Pd]([P](C2C=CC=CC=2)(C2C=CC=CC=2)C2C=CC=CC=2)([P](C2C=CC=CC=2)(C2C=CC=CC=2)C2C=CC=CC=2)[P](C2C=CC=CC=2)(C2C=CC=CC=2)C2C=CC=CC=2)(C2C=CC=CC=2)C2C=CC=CC=2)=CC=1>[Br:32][C:33]1[C:34]([NH2:40])=[N:35][CH:36]=[C:37]([C:15]2[CH:14]=[CH:13][C:4]([O:5][CH2:6][CH2:7][N:8]3[CH2:9][CH2:10][CH2:11][CH2:12]3)=[C:3]([O:2][CH3:1])[CH:16]=2)[CH:38]=1 |f:1.2.3,5.6,^1:56,58,77,96|. Procedure: 1-{2-[2-Methoxy-4-(4,4,5,5-tetramethyl-1,3,2-dioxaborolan-2-yl)phenoxy]ethyl}pyrrolidine (5.81 g), tetrakis(triphenylphosphine)palladium (0.97 g) and potassium carbonate (6.94 g) were added to a solution of 3-bromo-5-iodopyridin-2-amine (5.00 g) in dioxane (40 ml) and water (4 ml) at room temperature. The reaction mixture was stirred at 80° C. overnight. The reaction mixture was returned to room temperature and a saturated aqueous sodium bicarbonate solution was added, followed by extraction wit... The reactants are COC(C(C(COC)N1C(N(C2=C1C=CC=C2)CC2CN(C1=CC=CC(=C21)C)C)=O)(C)C)=O (3-[3-(1,4-dimethyl-3H-indol-3-ylmethyl)-2-oxo-2,3-dihydro-benzimidazol-1-yl]-4-methoxy-2,2-dimethyl-butyric acid methyl ester), LiOH monohydrate. Solvent: O1CCOCC1 (dioxane), O (H2O). Reaction conditions: temperature 50 celsius, time 16 hour. Product: CN1CC(C2=C(C=CC=C12)C)CN1C(N(C2=C1C=CC=C2)C(C(C(=O)O)(C)C)COC)=O (3-[3-(1,4-dimethyl-3H-indol-3-ylmethyl)-2-oxo-2,3-dihydro-benzimidazol-1-yl]-4-methoxy-2,2-dimethyl-butyric acid). The yield is 31.2%. RXN SMILES: C[O:2][C:3](=[O:33])[C:4]([CH3:32])([CH3:31])[CH:5]([N:9]1[C:13]2[CH:14]=[CH:15][CH:16]=[CH:17][C:12]=2[N:11]([CH2:18][CH:19]2[C:27]3[C:22](=[CH:23][CH:24]=[CH:25][C:26]=3[CH3:28])[N:21]([CH3:29])[CH2:20]2)[C:10]1=[O:30])[CH2:6][O:7][CH3:8]>O1CCOCC1.O>[CH3:29][N:21]1[C:22]2[C:27](=[C:26]([CH3:28])[CH:25]=[CH:24][CH:23]=2)[CH:19]([CH2:18][N:11]2[C:12]3[CH:17]=[CH:16][CH:15]=[CH:14][C:13]=3[N:9]([CH:5]([CH2:6][O:7][CH3:8])[C:4]([CH3:31])([CH3:32])[C:3]([OH:33])=[O:2])[C:10]2=[O:30])[CH2:20]1. Procedure: To a solution of 3-[3-(1,4-dimethyl-3H-indol-3-ylmethyl)-2-oxo-2,3-dihydro-benzimidazol-1-yl]-4-methoxy-2,2-dimethyl-butyric acid methyl ester (50 mg, 0.11 mmol) in dioxane (2.5 ml) was added a solution of LiOH monohydrate (20 mg, 0.48 mmol) in H2O (2.5 mL). The solution was stirred at 50° C. for 16 hours. The reaction mixture was allowed to cool to rt and quenched with 4M HCl in dioxane (500 □L) and concentrated. The resulting residue was purified by CombiFlash with 3% MeOH in dichloromethane a... The reactants are crude product, [BH4-].[Na+] (sodium borohydride), FC=1C=C(C=O)C=CC1OCC1=NC=C(C=C1)F (3-fluoro-4-(5-fluoro-pyridin-2-ylmethoxy)-benzaldehyde), [N+](=O)([O-])C (nitromethane), C(C)(=O)[O-].[NH4+] (ammonium acetate). The solvent is C(C)(=O)O (acetic acid), CS(=O)C (dimethyl sulfoxide), C(C)(=O)O (acetic acid), C(C)(=O)OCC (ethyl acetate), O (Water), O (Water). Conditions: temperature 100 celsius, time 6 hour. Product: FC=1C=CC(=NC1)COC1=C(C=C(C=C1)CC[N+](=O)[O-])F (5-Fluoro-2-(2-fluoro-4-(2-nitro-ethyl)-phenoxymethyl)-pyridine). Yield: 46.0%. RXN SMILES: [F:1][C:2]1[CH:3]=[C:4]([CH:7]=[CH:8][C:9]=1[O:10][CH2:11][C:12]1[CH:17]=[CH:16][C:15]([F:18])=[CH:14][N:13]=1)[CH:5]=O.[N+:19]([CH3:22])([O-:21])=[O:20].C([O-])(=O)C.[NH4+].[BH4-].[Na+]>O.C(O)(=O)C.CS(C)=O.C(OCC)(=O)C>[F:18][C:15]1[CH:16]=[CH:17][C:12]([CH2:11][O:10][C:9]2[CH:8]=[CH:7][C:4]([CH2:5][CH2:22][N+:19]([O-:21])=[O:20])=[CH:3][C:2]=2[F:1])=[N:13][CH:14]=1 |f:2.3,4.5|. Procedure: To an acetic acid (8.00 mL) solution of 3-fluoro-4-(5-fluoro-pyridin-2-ylmethoxy)-benzaldehyde (629 mg, 2.52 mmol) described in Manufacturing Example 94-1-1 were added nitromethane (769 mg, 12.6 mmol) and ammonium acetate (388 mg, 5.04 mmol) under nitrogen atmosphere at room temperature, which was stirred for 6 hours at 100° C. Water and ethyl acetate were added to the reaction solution, and the organic layer was extracted with ethyl acetate. The organic layer was washed with water and saturated...